Dataset: the Open Reaction Database (ORD), a public repository of structured organic reaction records. Task: describe an organic reaction: reactants, conditions, products, and yield Reactants: S1C(=NC=C1)C1=CC=C(C=C1)CN(C[C@@H]([C@H](CC1=CC=CC=C1)NC([C@@H](NC(=O)OC)C(C)C)=O)O)N (1-[4-(thiazol-2-yl)-phenyl]-4(S)-hydroxy-2-amino-5(S)-N-(N-methoxycarbonyl-(L)-valyl)amino-6-phenyl-2-azahexane), CN1CCOCC1 (NMM), COC(=O)N[C@@H](C(C)(C)C)C(=O)O (N-methoxycarbonyl-(L)-tert-leucine), [B-](F)(F)(F)F.CN(C)C(=[N+](C)C)ON1C=CC=CC1=O (TPTU). Solvent: C(C)(=O)OCC (ethyl acetate), O (Water), CN(C)C=O (DMF). Conditions: time 18 hour. The product is S1C(=NC=C1)C1=CC=C(C=C1)CN(C[C@@H]([C@H](CC1=CC=CC=C1)NC([C@@H](NC(=O)OC)C(C)C)=O)O)NC([C@@H](NC(=O)OC)C(C)(C)C)=O (1-[4-(Thiazol-2-yl)-phenyl]-4(S)-hydroxy-2-N-(N-methoxycarbonyl-(L)-tert-leucyl)amino-5(S)-N-(N-methoxylcarbonyl-(L)-valyl)amino-6-phenyl-2-azahexane). Reaction SMILES: [S:1]1[CH:5]=[CH:4][N:3]=[C:2]1[C:6]1[CH:11]=[CH:10][C:9]([CH2:12][N:13]([NH2:37])[CH2:14][C@H:15]([OH:36])[C@@H:16]([NH:24][C:25](=[O:35])[C@H:26]([CH:32]([CH3:34])[CH3:33])[NH:27][C:28]([O:30][CH3:31])=[O:29])[CH2:17][C:18]2[CH:23]=[CH:22][CH:21]=[CH:20][CH:19]=2)=[CH:8][CH:7]=1.CN1CCOCC1.[CH3:45][O:46][C:47]([NH:49][C@H:50]([C:55](O)=[O:56])[C:51]([CH3:54])([CH3:53])[CH3:52])=[O:48].[B-](F)(F)(F)F.CN(C(ON1C(=O)C=CC=C1)=[N+](C)C)C>CN(C=O)C.C(OCC)(=O)C.O>[S:1]1[CH:5]=[CH:4][N:3]=[C:2]1[C:6]1[CH:7]=[CH:8][C:9]([CH2:12][N:13]([NH:37][C:55](=[O:56])[C@H:50]([C:51]([CH3:53])([CH3:52])[CH3:54])[NH:49][C:47]([O:46][CH3:45])=[O:48])[CH2:14][C@H:15]([OH:36])[C@@H:16]([NH:24][C:25](=[O:35])[C@H:26]([CH:32]([CH3:34])[CH3:33])[NH:27][C:28]([O:30][CH3:31])=[O:29])[CH2:17][C:18]2[CH:23]=[CH:22][CH:21]=[CH:20][CH:19]=2)=[CH:10][CH:11]=1 |f:3.4|. Reported procedure: Under an argon atmosphere, 294 mg of 1-[4-(thiazol-2-yl)-phenyl]-4(S)-hydroxy-2-amino-5(S)-N-(N-methoxycarbonyl-(L)-valyl)amino-6-phenyl-2-azahexane and 165 μl (1.5 mmol) of NMM in 4.8 ml of DMF are added to 113.5 mg (0.60 mmol) of N-methoxycarbonyl-(L)-tert-leucine (Example 2e) and 149 mg (0.50 mmol) of TPTU in 2.5 ml of DMFat 0° C. and the mixture is stirred at room temperature for 18 hours. Water and ethyl acetate are added; the aqueous phase is separated off and extracted a further 2× with e... Run in O1CCOCC1 (1,4-dioxane), O (H2O). Reagents/catalysts: Cl[Pd]([P](C1=CC=CC=C1)(C2=CC=CC=C2)C3=CC=CC=C3)([P](C4=CC=CC=C4)(C5=CC=CC=C5)C6=CC=CC=C6)Cl (PdCl2(PPh3)2). Reaction SMILES: Br[C:2]1[CH:3]=[C:4]2[C:9](=[CH:10][CH:11]=1)[O:8][CH:7]([CH:12]1[CH2:17][CH2:16][O:15][C:14]([CH3:19])([CH3:18])[CH2:13]1)[CH2:6][C:5]2=[O:20].[C:21]([C:23]1[CH:24]=[C:25](B(O)O)[CH:26]=[CH:27][CH:28]=1)#[N:22].C([O-])([O-])=O.[Cs+].[Cs+]>O1CCOCC1.O.Cl[Pd](Cl)([P](C1C=CC=CC=1)(C1C=CC=CC=1)C1C=CC=CC=1)[P](C1C=CC=CC=1)(C1C=CC=CC=1)C1C=CC=CC=1>[CH3:18][C:14]1([CH3:19])[CH2:13][CH:12]([CH:7]2[CH2:6][C:5](=[O:20])[C:4]3[C:9](=[CH:10][CH:11]=[C:2]([C:27]4[CH:28]=[C:23]([CH:24]=[CH:25][CH:26]=4)[C:21]#[N:22])[CH:3]=3)[O:8]2)[CH2:17][CH2:16][O:15]1 |f:2.3.4,^1:47,66|. Run at temperature 100 celsius. Product: CC1(OCCC(C1)C1OC2=CC=C(C=C2C(C1)=O)C=1C=C(C#N)C=CC1)C (3-(2-(2,2-dimethyltetrahydro-2H-pyran-4-yl)-4-oxochroman-6-yl)benzonitrile). Isolated yield 51.1%. Starting materials: BrC=1C=C2C(CC(OC2=CC1)C1CC(OCC1)(C)C)=O (6-bromo-2-(2,2-dimethyltetrahydro-2H-pyran-4-yl)chroman-4-one), C(#N)C=1C=C(C=CC1)B(O)O (3-cyanophenylboronic acid), C(=O)([O-])[O-].[Cs+].[Cs+] (Cs2CO3). Reported procedure: To a solution of crude 6-bromo-2-(2,2-dimethyltetrahydro-2H-pyran-4-yl)chroman-4-one (460 mg, 1.36 mmol), 3-cyanophenylboronic acid (299 mg, 2.0 mmol) and Cs2CO3 (866 mg, 2.72 mmol) in 1,4-dioxane (5 mL) and H2O (1 mL) charged in a 10 mL CEM microwave test tube was added PdCl2(PPh3)2 (50 mg), then the system was degassed by sweeping N2 and capped. Then the mixture was heated to 100° C. for 10 min in a CEM microwave reactor. The solvent was removed under reduced pressure and the residue was purif... The reactants are COC(=O)CBr, O=C([O-])[O-], CN(C)C=O, Cc1c(Cc2ccc(-n3cccn3)cc2)c(C2CC2)nc2c(F)ccc(O)c12, [K+], [K+], O. Yields the product COC(=O)COc1ccc(F)c2nc(C3CC3)c(Cc3ccc(-n4cccn4)cc3)c(C)c12. Reaction SMILES: [Br:40][CH2:41][C:42](=[O:43])[O:44][CH3:45].[C:29](=[O:30])([O-:31])[O-:32].[CH3:35][N:36]([CH3:37])[CH:38]=[O:39].[CH:1]1([c:4]2[n:5][c:6]3[c:7]([F:28])[cH:8][cH:9][c:10]([OH:27])[c:11]3[c:12]([CH3:26])[c:13]2[CH2:14][c:15]2[cH:16][cH:17][c:18](-[n:21]3[n:22][cH:23][cH:24][cH:25]3)[cH:19][cH:20]2)[CH2:2][CH2:3]1.[K+:33].[K+:34].[OH2:46]>>[CH:1]1([c:4]2[n:5][c:6]3[c:7]([F:28])[cH:8][cH:9][c:10]([O:27][CH2:41][C:42](=[O:43])[O:44][CH3:45])[c:11]3[c:12]([CH3:26])[c:13]2[CH2:14][c:15]2[cH:16][cH:17][c:18](-[n:21]3[n:22][cH:23][cH:24][cH:25]3)[cH:19][cH:20]2)[CH2:2][CH2:3]1. Conditions: temperature 70 celsius, time 4 hour. Procedure details: 4-Methyl-3-[2-(2-methyl-5-nitrophenyl)-1,3-thiazol-4-yl]pyridine (100 mg) and reduced iron (180 mg) were suspended in acetic acid (2 ml)-acetic anhydride (0.04 ml) and the mixture was stirred at 70° C. for 4 hrs. The reaction mixture was diluted with ethyl acetate and the insoluble material was filtered off. The organic layer was neutralized with saturated aqueous sodium hydrogen carbonate. The organic layer was separated and concentrated by drying. The residue was subjected to silica gel column... Starting materials: CC1=C(C=NC=C1)C=1N=C(SC1)C1=C(C=CC(=C1)[N+](=O)[O-])C (4-Methyl-3-[2-(2-methyl-5-nitrophenyl)-1,3-thiazol-4-yl]pyridine), reduced iron, C(C)(=O)OC(C)=O (acetic anhydride). RXN SMILES: [CH3:1][C:2]1[CH:7]=[CH:6][N:5]=[CH:4][C:3]=1[C:8]1[N:9]=[C:10]([C:13]2[CH:18]=[C:17]([N+:19]([O-])=O)[CH:16]=[CH:15][C:14]=2[CH3:22])[S:11][CH:12]=1.[C:23](OC(=O)C)(=[O:25])[CH3:24]>C(O)(=O)C.C(OCC)(=O)C>[CH3:22][C:14]1[CH:15]=[CH:16][C:17]([NH:19][C:23](=[O:25])[CH3:24])=[CH:18][C:13]=1[C:10]1[S:11][CH:12]=[C:8]([C:3]2[CH:4]=[N:5][CH:6]=[CH:7][C:2]=2[CH3:1])[N:9]=1. Product: CC1=C(C=C(C=C1)NC(C)=O)C=1SC=C(N1)C=1C=NC=CC1C (N-{4-methyl-3-[4-(4-methylpyridin-3-yl)-1,3-thiazol-2-yl]phenyl}acetamide). Run in C(C)(=O)O (acetic acid), C(C)(=O)OCC (ethyl acetate). Starting materials: CC(=O)C (acetone), OCC(=O)[C@@H](O)[C@H](O)[C@H](O)CO (D-fructose), cuprous chloride, Cl (hydrogen chloride), O1CCOCC1 (dioxane), C(O)([O-])=O.[Na+] (sodium hydrogencarbonate). Reaction conditions: temperature 60 celsius, time 5 hour. Yields the product CC1(O[C@@H]2CO[C@@]3([C@H]([C@@H]2O1)OC(O3)(C)C)CO)C (2,3:4,5-di-O-isopropylidene-β-D-fructopyranose). Yield: 68.2%. As a reaction SMILES: [CH3:1][C:2]([CH3:4])=[O:3].[OH:5][CH2:6][C:7]([C@H:9]([C@@H:11]([C@@H:13]([CH2:15][OH:16])O)[OH:12])[OH:10])=[O:8].Cl.[C:18](=O)([O-])O.[Na+].O1[CH2:28][CH2:27]OCC1>>[CH3:1][C:2]1([CH3:4])[O:12][C@@H:11]2[C@@H:13]([CH2:15][O:16][C@@:7]3([CH2:6][OH:5])[O:8][C:27]([CH3:28])([CH3:18])[O:10][C@H:9]32)[O:3]1 |f:3.4|. Reported procedure: To 200 ml of acetone were added 10.0 g of D-fructose, 99 mg of cuprous chloride and 1 ml of a 2 mole/l of hydrogen chloride in dioxane, and the mixture was stirred for 5 hours under reflux in a warm-water bath at 60° C. The refluxing solvent was continuously dried with 20 g of molecular sieves 3A which was placed between the reaction vessel and the cooling tube. After the conclusion of the reaction, a small amount of aqueous sodium hydrogencarbonate was added to the reaction solution, and the ac... Starting materials: resultant mixture, [N+](=[N-])=CC(=O)OCC (ethyl diazoacetate), C(C1=CC=CC=C1)N (benzylamine), C([O-])(O)=O.[Na+] (sodium bicarbonate), resultant residue, ClC/C=C/C1=CC=C(C=C1)F ((E)-1-(3-chloroprop-1-en-1-yl)-4-fluorobenzene). Reagents/catalysts: C(C)(=O)[O-].[Rh+2].C(C)(=O)[O-] (rhodium (II) acetate). Solvent: C(C)(=O)OCC (ethyl acetate), ClCCl (dichloromethane), CN(C=O)C (N,N-dimethylformamide), ClCCl (dichloromethane). The product is C(C1=CC=CC=C1)N1C(C2C(C2C1)C1=CC=C(C=C1)F)=O (3-Benzyl-6-(4-fluorophenyl)-3-azabicyclo[3.1.0]hexan-2-one). Yield: 24.3%. Reaction SMILES: Cl[CH2:2]/[CH:3]=[CH:4]/[C:5]1[CH:10]=[CH:9][C:8]([F:11])=[CH:7][CH:6]=1.[N+](=CC([O:17][CH2:18][CH3:19])=O)=[N-].[CH2:20]([NH2:27])[C:21]1[CH:26]=[CH:25][CH:24]=[CH:23][CH:22]=1.C(=O)(O)[O-].[Na+]>C([O-])(=O)C.[Rh+2].C([O-])(=O)C.C(OCC)(=O)C.CN(C)C=O.ClCCl>[CH2:20]([N:27]1[CH2:2][CH:3]2[CH:19]([CH:4]2[C:5]2[CH:10]=[CH:9][C:8]([F:11])=[CH:7][CH:6]=2)[C:18]1=[O:17])[C:21]1[CH:26]=[CH:25][CH:24]=[CH:23][CH:22]=1 |f:3.4,5.6.7|. Procedure details: To a dichloromethane solution (40 mL) of (E)-1-(3-chloroprop-1-en-1-yl)-4-fluorobenzene (2.40 g, 14.0 mmol), rhodium (II) acetate (57.7 mg, 0.140 mmol) was added and then a dichloromethane solution (20 mL) of ethyl diazoacetate (1.92 g, 16.8 mmol) was added dropwise at room temperature over 18 hours with stirring. After completion of the reaction, the reaction solution was concentrated and N,N-dimethylformamide (20 mL), benzylamine (1.50 g, 14.0 mmol), and sodium bicarbonate (1.18 g, 14.0 mmol) ...